From a dataset of the Open Reaction Database (ORD), a public repository of structured organic reaction records. describe an organic reaction: reactants, conditions, products, and yield Starting materials: CC1=C(C(=NC(=N1)C1=CC=CC=C1)C1=CC(=CC=C1)[N+](=O)[O-])C(=O)N (6-methyl-4-(3-nitrophenyl)-2-phenyl-5-pyrimidinecarboxamide), C=O (formalin), CN1CCNCC1 (N-methylpiperazine), C(C)O (ethanol). Solvent: ClCCCl (1,2-dichloroethane). Yields the product CC1=C(C(=NC(=N1)C1=CC=CC=C1)C1=CC(=CC=C1)[N+](=O)[O-])C(=O)NCN1CCN(CC1)C (6-methyl-N-(4-methylpiperazin-1-ylmethyl)-4-(3-nitrophenyl)-2-phenyl-5-pyrimidinecarboxamide). As a reaction SMILES: [CH3:1][C:2]1[N:7]=[C:6]([C:8]2[CH:13]=[CH:12][CH:11]=[CH:10][CH:9]=2)[N:5]=[C:4]([C:14]2[CH:19]=[CH:18][CH:17]=[C:16]([N+:20]([O-:22])=[O:21])[CH:15]=2)[C:3]=1[C:23]([NH2:25])=[O:24].C=O.[CH3:28][N:29]1[CH2:34][CH2:33][NH:32][CH2:31][CH2:30]1.[CH2:35](O)C>ClCCCl>[CH3:1][C:2]1[N:7]=[C:6]([C:8]2[CH:13]=[CH:12][CH:11]=[CH:10][CH:9]=2)[N:5]=[C:4]([C:14]2[CH:19]=[CH:18][CH:17]=[C:16]([N+:20]([O-:22])=[O:21])[CH:15]=2)[C:3]=1[C:23]([NH:25][CH2:28][N:29]1[CH2:34][CH2:33][N:32]([CH3:35])[CH2:31][CH2:30]1)=[O:24]. Procedure details: A mixture of 6-methyl-4-(3-nitrophenyl)-2-phenyl-5-pyrimidinecarboxamide (5 g), formalin (37%, 1.35 ml), N-methylpiperazine (2.25 g), ethanol (50 ml) and 1,2-dichloroethane (25 ml) was refluxed for 6 hours. After evaporating the solvent in vacuo, the residue was chromatographed on alumina (200 ml) and eluted with chloroform. The fractions containing the object compound were combined and concentrated under reduced pressure. The residue was recrystallized from diethyl ether to give 6-methyl-N-(4-m...